From a dataset of the Open Reaction Database (ORD), a public repository of structured organic reaction records. describe an organic reaction: reactants, conditions, products, and yield Starting materials: O=[N+]([O-])c1ccc(F)cc1OCc1ccccc1, CS(C)=O, [K+], [OH-], O. Yields the product O=[N+]([O-])c1ccc(O)cc1OCc1ccccc1. Reaction SMILES: [CH2:1]([c:2]1[cH:3][cH:4][cH:5][cH:6][cH:7]1)[O:8][c:9]1[c:10]([N+:16](=[O:17])[O-:18])[cH:11][cH:12][c:13]([F:15])[cH:14]1.[CH3:22][S:23](=[O:24])[CH3:25].[K+:20].[OH-:19].[OH2:21]>>[CH2:1]([c:2]1[cH:3][cH:4][cH:5][cH:6][cH:7]1)[O:8][c:9]1[c:10]([N+:16](=[O:17])[O-:18])[cH:11][cH:12][c:13]([OH:19])[cH:14]1. The reactants are COC=1C=C(C(=O)N2CC(CC2)(C2=CC(=C(C=C2)Cl)Cl)CCN2CCC(CC2)NC2=NC3=C(N2CCOCC)C=CC=C3)C=C(C1OC)OC (1-(3,4,5-trimethoxybenzoyl)-3-(2-(4-(1-(2-ethoxyethyl)-1H-benzimidazol-2-yl-amino)piperidin-1-yl)ethyl)-3-(3,4-dichlorophenyl)pyrrolidine), CS(=O)(=O)O (methanesulfonic acid), C(C)OCC (diethyl ether), CO (methanol). Run in C(C)(=O)OCC (ethyl acetate), C(C)(=O)OCC (ethyl acetate). Product: CS(=O)(=O)O.COC=1C=C(C(=O)N2CC(CC2)(C2=CC(=C(C=C2)Cl)Cl)CCN2CCC(CC2)NC2=NC3=C(N2CCOCC)C=CC=C3)C=C(C1OC)OC (1-(3,4,5-trimethoxybenzoyl)-3-(2-(4-(1-(2-ethoxyethyl)-1H-benzimidazol-2-yl-amino)piperidin-1-yl)ethyl)-3-(3,4-dichlorophenyl)pyrrolidine Methanesulfonic Acid Salt). RXN SMILES: [CH3:1][O:2][C:3]1[CH:4]=[C:5]([CH:44]=[C:45]([O:49][CH3:50])[C:46]=1[O:47][CH3:48])[C:6]([N:8]1[CH2:12][CH2:11][C:10]([CH2:21][CH2:22][N:23]2[CH2:28][CH2:27][CH:26]([NH:29][C:30]3[N:34]([CH2:35][CH2:36][O:37][CH2:38][CH3:39])[C:33]4[CH:40]=[CH:41][CH:42]=[CH:43][C:32]=4[N:31]=3)[CH2:25][CH2:24]2)([C:13]2[CH:18]=[CH:17][C:16]([Cl:19])=[C:15]([Cl:20])[CH:14]=2)[CH2:9]1)=[O:7].[CH3:51][S:52]([OH:55])(=[O:54])=[O:53].CO.C(OCC)C>C(OCC)(=O)C>[CH3:51][S:52]([OH:55])(=[O:54])=[O:53].[CH3:50][O:49][C:45]1[CH:44]=[C:5]([CH:4]=[C:3]([O:2][CH3:1])[C:46]=1[O:47][CH3:48])[C:6]([N:8]1[CH2:12][CH2:11][C:10]([CH2:21][CH2:22][N:23]2[CH2:28][CH2:27][CH:26]([NH:29][C:30]3[N:34]([CH2:35][CH2:36][O:37][CH2:38][CH3:39])[C:33]4[CH:40]=[CH:41][CH:42]=[CH:43][C:32]=4[N:31]=3)[CH2:25][CH2:24]2)([C:13]2[CH:18]=[CH:17][C:16]([Cl:19])=[C:15]([Cl:20])[CH:14]=2)[CH2:9]1)=[O:7] |f:5.6|. Procedure details: Combine 1-(3,4,5-trimethoxybenzoyl)-3-(2-(4-(1-(2-ethoxyethyl)-1H-benzimidazol-2-yl-amino)piperidin-1-yl)ethyl)-3-(3,4-dichlorophenyl)pyrrolidine (0.31 g, 0.42 mmol) and ethyl acetate (15 mL). Add a solution of methanesulfonic acid (0.11 g, 1.15 mmol) in ethyl acetate (2 mL). After 18 hours evaporate in vacuo to give a residue. Combine the residue and methanol (10 mL). Add diethyl ether (190 mL) to form a solid. Collect the solid and dry in vacuo at 82° C. to give the title compound: mp; 130-135... The reactants are [BH4-], Cc1ccc([N+](=O)[O-])c(N(S)CCNC(=O)OC(C)(C)C)c1, CO, CCOC(C)=O, ClCCl, [Na+], Cl[Ni]Cl. The product is Cc1ccc(N)c(N(S)CCNC(=O)OC(C)(C)C)c1. Reaction SMILES: [BH4-:25].[C:3]([CH3:4])([CH3:5])([CH3:6])[O:7][C:8]([NH:9][CH2:10][CH2:11][N:12]([c:13]1[c:14]([N+:20]([O-:21])=[O:22])[cH:15][cH:16][c:17]([CH3:19])[cH:18]1)[SH:23])=[O:24].[CH3:1][OH:2].[CH3:27][CH2:28][O:29][C:30](=[O:31])[CH3:32].[Cl:33][CH2:34][Cl:35].[Na+:26].[Ni:36]([Cl:37])[Cl:38]>>[C:3]([CH3:4])([CH3:5])([CH3:6])[O:7][C:8]([NH:9][CH2:10][CH2:11][N:12]([c:13]1[c:14]([NH2:20])[cH:15][cH:16][c:17]([CH3:19])[cH:18]1)[SH:23])=[O:24]. The product is C(C1=CC=CC=C1)C(=S)N[C@@H](CC1=CC=CC=C1)C(=O)O (N-benzylthiocarbonyl-L-phenylalanine). Reaction SMILES: [NH2:1][C@H:2]([C:10]([OH:12])=[O:11])[CH2:3][C:4]1[CH:9]=[CH:8][CH:7]=[CH:6][CH:5]=1.C(=O)([O-])[O-].[Na+].[Na+].[C:19](=[S:21])=O.[CH2:22](Cl)[C:23]1[CH:28]=[CH:27][CH:26]=[CH:25][CH:24]=1>O.CC(C)=O.CCCCCC.CCOCC>[CH2:22]([C:19]([NH:1][C@H:2]([C:10]([OH:12])=[O:11])[CH2:3][C:4]1[CH:9]=[CH:8][CH:7]=[CH:6][CH:5]=1)=[S:21])[C:23]1[CH:28]=[CH:27][CH:26]=[CH:25][CH:24]=1 |f:1.2.3|. Procedure details: 9.9 G (0.06 mol) of L-phenylalanine and 5.8 g (0.055 mol) of sodium carbonate were dissolved in 150 ml of water, into which 3.0 g (0.05 mol) of carbonyl sulfide was blown at a temperature of from 10° to 15° C. in 30 minutes. The mixture was then stirred for 30 minutes. To the mixture was added 6.3 g (0.05 mol) of benzylchloride dissolved in 90 ml of acetone dropwise in 15 minutes and the mixture was stirred for 2 hours at room temperature. After completion of the reaction, acetone was removed of... Reaction conditions: time 30 minute. Starting materials: C(C1=CC=CC=C1)Cl (benzylchloride), N[C@@H](CC1=CC=CC=C1)C(=O)O (L-phenylalanine), C([O-])([O-])=O.[Na+].[Na+] (sodium carbonate), C(=O)=S (carbonyl sulfide). Run in CC(=O)C (acetone), CCCCCC (n-hexane), CCOCC (ether), O (water), CC(=O)C (acetone). The reactants are OC1=CC=C(C=O)C=C1 (p-hydroxybenzaldehyde), C(CC(=O)[O-])(=O)OCC (monoethyl malonate), N1CCCCC1 (piperidine). Run in N1=CC=CC=C1 (pyridine). Product: OC1=CC=C(C=CC(=O)OCC)C=C1 (ethyl 4-hydroxycinnamate). Isolated yield 80.1%. Reaction SMILES: [OH:1][C:2]1[CH:9]=[CH:8][C:5]([CH:6]=O)=[CH:4][CH:3]=1.[C:10]([O:16][CH2:17][CH3:18])(=[O:15])[CH2:11]C([O-])=O.N1CCCCC1>N1C=CC=CC=1>[OH:1][C:2]1[CH:9]=[CH:8][C:5]([CH:6]=[CH:11][C:10]([O:16][CH2:17][CH3:18])=[O:15])=[CH:4][CH:3]=1. Reported procedure: To 20 g of p-hydroxybenzaldehyde and 32.5 g of monoethyl malonate were added 6 ml of pyridine and 0.2 ml of piperidine, then the mixture thus obtained was heated at 100° to 110° C. for 10 hours under stirring. The reaction mixture was then cooled, extracted with chloroform, and the chloroform layer was washed with a saturated aqueous solution of potassium hydrogen sulfite and water in this order, the chloroform extract was dried with magnesium sulfate. The solvent was removed by evaporation and ... The reactants are N#Cc1c[nH]c(C(=O)O)c1, O=C([O-])O, CC1CCN(c2nc(N3CCN(C)CC3)ccc2N)CC1, Cc1ccccc1, CCN(C(C)C)C(C)C, [Cl-], O=C(Cl)C(=O)Cl, ClCCl, [Na+], CN(C)C=O. The product is CC1CCN(c2nc(N3CCN(C)CC3)ccc2NC(=O)c2cc(C#N)c[nH]2)CC1. RXN SMILES: [C:1](#[N:2])[c:3]1[cH:4][c:5]([C:8](=[O:9])[OH:10])[nH:6][cH:7]1.[C:48](=[O:49])([OH:50])[O-:51].[CH3:27][CH:28]1[CH2:29][CH2:30][N:31]([c:34]2[n:35][c:36]([N:41]3[CH2:42][CH2:43][N:44]([CH3:47])[CH2:45][CH2:46]3)[cH:37][cH:38][c:39]2[NH2:40])[CH2:32][CH2:33]1.[CH3:56][c:57]1[cH:58][cH:59][cH:60][cH:61][cH:62]1.[CH:18]([N:19]([CH2:20][CH3:21])[CH:22]([CH3:23])[CH3:24])([CH3:25])[CH3:26].[Cl-:17].[Cl:11][C:12]([C:13]([Cl:14])=[O:15])=[O:16].[Cl:53][CH2:54][Cl:55].[Na+:52].[O:63]=[CH:64][N:65]([CH3:66])[CH3:67]>>[C:1](#[N:2])[c:3]1[cH:4][c:5]([C:8](=[O:10])[NH:40][c:39]2[c:34]([N:31]3[CH2:30][CH2:29][CH:28]([CH3:27])[CH2:33][CH2:32]3)[n:35][c:36]([N:41]3[CH2:42][CH2:43][N:44]([CH3:47])[CH2:45][CH2:46]3)[cH:37][cH:38]2)[nH:6][cH:7]1. The reactants are Cl.C(C(C)C)C=1C=CC(=C(N)C1)N1CCOCC1 (5-isobutyl-2-morpholinoaniline hydrochloride), CN(C#N)C (N,N-dimethylcyanamide), C1=C(C=CC=C1O)C (m-cresol). The product is CN(C(=NC1=C(C=CC(=C1)CC(C)C)N1CCOCC1)N)C (1,1-dimethyl-2-(5-isobutyl-2-morpholinophenyl)guanidine). As a reaction SMILES: Cl.[CH2:2]([C:6]1[CH:7]=[CH:8][C:9]([N:13]2[CH2:18][CH2:17][O:16][CH2:15][CH2:14]2)=[C:10]([CH:12]=1)[NH2:11])[CH:3]([CH3:5])[CH3:4].[CH3:19][N:20]([CH3:23])[C:21]#[N:22].C1C(O)=CC=CC=1C>>[CH3:19][N:20]([CH3:23])[C:21]([NH2:22])=[N:11][C:10]1[CH:12]=[C:6]([CH2:2][CH:3]([CH3:5])[CH3:4])[CH:7]=[CH:8][C:9]=1[N:13]1[CH2:18][CH2:17][O:16][CH2:15][CH2:14]1 |f:0.1|. Procedure details: A mixture of 5-isobutyl-2-morpholinoaniline hydrochloride (4.1 g), N,N-dimethylcyanamide (1.77 g) and m-cresol (15 ml) was heated at 90°-95° C. for 6 hours to yield a residue which was extracted with hot hexane, decolourised with charcoal and purified by chromatography on an alumina column eluted with a 2:98 mixture of methanol and dichloromethane. The resulting product was crystallised from a 1:3 mixture of ethylacetate and hexane. The initial precipitate was removed by filtration and the filtr...